Dataset: the Open Reaction Database (ORD), a public repository of structured organic reaction records. Task: describe an organic reaction: reactants, conditions, products, and yield Starting materials: Cl.ClC=1C=C(C=CC1OC(C)C)C1=NC(=NO1)C1=CC=CC=2CNCCOC21 (9-(5-{3-chloro-4-[(1-methylethyl)oxy]phenyl}-1,2,4-oxadiazol-3-yl)-2,3,4,5-tetrahydro-1,4-benzoxazepine hydrochloride), BrCCCC(=O)OCC (ethyl 4-bromobutanoate), CCN(C(C)C)C(C)C (DIPEA), BrCCCC(=O)OCC (ethyl 4-bromobutanoate), CCN(C(C)C)C(C)C (DIPEA). The solvent is C(C)#N (Acetonitrile), CCOC(=O)C.O (EtOAc water). Product: ClC=1C=C(C=CC1OC(C)C)C1=NC(=NO1)C1=CC=CC=2CN(CCOC21)CCCC(=O)OCC (Ethyl 4-[9-(5-{3-chloro-4-[(1-methylethyl)oxy]phenyl}-1,2,4-oxadiazol-3-yl)-2,3-dihydro-1,4-benzoxazepin-4(5H)-yl]butanoate). The yield is 63.7%. As a reaction SMILES: Cl.[Cl:2][C:3]1[CH:4]=[C:5]([C:13]2[O:17][N:16]=[C:15]([C:18]3[C:28]4[O:27][CH2:26][CH2:25][NH:24][CH2:23][C:22]=4[CH:21]=[CH:20][CH:19]=3)[N:14]=2)[CH:6]=[CH:7][C:8]=1[O:9][CH:10]([CH3:12])[CH3:11].Br[CH2:30][CH2:31][CH2:32][C:33]([O:35][CH2:36][CH3:37])=[O:34].CCN(C(C)C)C(C)C>C(#N)C.CCOC(C)=O.O>[Cl:2][C:3]1[CH:4]=[C:5]([C:13]2[O:17][N:16]=[C:15]([C:18]3[C:28]4[O:27][CH2:26][CH2:25][N:24]([CH2:30][CH2:31][CH2:32][C:33]([O:35][CH2:36][CH3:37])=[O:34])[CH2:23][C:22]=4[CH:21]=[CH:20][CH:19]=3)[N:14]=2)[CH:6]=[CH:7][C:8]=1[O:9][CH:10]([CH3:12])[CH3:11] |f:0.1,5.6|. Procedure: A solution of 9-(5-{3-chloro-4-[(1-methylethyl)oxy]phenyl}-1,2,4-oxadiazol-3-yl)-2,3,4,5-tetrahydro-1,4-benzoxazepine hydrochloride (Example 31) (179 mg, 0.424 mmol), ethyl 4-bromobutanoate (0.061 ml, 0.424 mmol) and DIPEA (0.074 ml, 0.424 mmol) in Acetonitrile (5 ml) was heated at 70° C. overnight. Additional ethyl 4-bromobutanoate (0.061 ml, 0.424 mmol) and DIPEA (0.074 ml, 0.424 mmol) were added and the reaction heated for a further 5 hrs. The cooled reaction was diluted with EtOAc/water, sep... Reactants: CCc1cc(Br)cc2cn[nH]c12, O=C=[Mo](=C=O)(=C=O)(=C=O)(=C=O)=C=O, [Na+], [Na+], O=C([O-])[O-], C1COCCO1, O. Product: CCc1cc(C(=O)O)cc2cn[nH]c12. RXN SMILES: [Br:1][c:2]1[cH:3][c:4]2[cH:5][n:6][nH:7][c:8]2[c:9]([CH2:11][CH3:12])[cH:10]1.[C:26](=[Mo:27](=[C:28]=[O:29])(=[C:30]=[O:31])(=[C:32]=[O:33])(=[C:34]=[O:35])=[C:36]=[O:37])=[O:38].[Na+:13].[Na+:14].[O-:15][C:16]([O-:17])=[O:18].[O:19]1[CH2:20][CH2:21][O:22][CH2:23][CH2:24]1.[OH2:25]>>[c:2]1([C:16](=[O:15])[OH:17])[cH:3][c:4]2[cH:5][n:6][nH:7][c:8]2[c:9]([CH2:11][CH3:12])[cH:10]1.